From a dataset of the Open Reaction Database (ORD), a public repository of structured organic reaction records. describe an organic reaction: reactants, conditions, products, and yield Reactants: S=C=NCc1ccccc1, Cc1ccccc1, Nc1ccccc1. Yields the product S=C(NCc1ccccc1)Nc1ccccc1. Reaction SMILES: [CH2:1]([c:2]1[cH:3][cH:4][cH:5][cH:6][cH:7]1)[N:8]=[C:9]=[S:10].[CH3:18][c:19]1[cH:20][cH:21][cH:22][cH:23][cH:24]1.[NH2:11][c:12]1[cH:13][cH:14][cH:15][cH:16][cH:17]1>>[CH2:1]([c:2]1[cH:3][cH:4][cH:5][cH:6][cH:7]1)[NH:8][C:9](=[S:10])[NH:11][c:12]1[cH:13][cH:14][cH:15][cH:16][cH:17]1. Reactants: CCCOC(=O)N1CCNCC1, CC(F)C(NC(=O)OCc1ccccc1)C(=O)O, CCN1CCOCC1, CCOC(C)=O, CN(C)C=O. Product: CCCOC(=O)N1CCN(C(=O)C(NC(=O)OCc2ccccc2)C(C)F)CC1. Reaction SMILES: [CH2:19]([CH2:20][CH3:21])[O:22][C:23](=[O:24])[N:25]1[CH2:26][CH2:27][NH:28][CH2:29][CH2:30]1.[CH2:1]([c:2]1[cH:3][cH:4][cH:5][cH:6][cH:7]1)[O:8][C:9](=[O:10])[NH:11][CH:12]([C:13](=[O:14])[OH:15])[CH:16]([CH3:17])[F:18].[CH2:31]([N:32]1[CH2:33][CH2:34][O:35][CH2:36][CH2:37]1)[CH3:38].[CH3:44][CH2:45][O:46][C:47](=[O:48])[CH3:49].[O:39]=[CH:40][N:41]([CH3:42])[CH3:43]>>[CH2:1]([c:2]1[cH:3][cH:4][cH:5][cH:6][cH:7]1)[O:8][C:9](=[O:10])[NH:11][CH:12]([C:13](=[O:15])[N:28]1[CH2:27][CH2:26][N:25]([C:23]([O:22][CH2:19][CH2:20][CH3:21])=[O:24])[CH2:30][CH2:29]1)[CH:16]([CH3:17])[F:18]. Starting materials: COC(CC1=C(C=CC(=C1)CC1=CC(=CC=C1)OC1=CC=CC=C1)NC1=C(C=CC=C1Cl)Cl)=O (2-[(2,6-Dichlorophenyl)amino]-5-(3-phenoxybenzyl)benzene acetic acid methyl ester), [OH-].[Na+] (NaOH). The solvent is O1CCOCC1 (dioxane). Yields the product ClC1=C(C(=CC=C1)Cl)NC1=C(C=C(C=C1)CC1=CC(=CC=C1)OC1=CC=CC=C1)CC(=O)O (2-[(2,6-Dichlorophenyl)amino]-5-(3-phenoxybenzyl)benzene acetic acid). The yield is 43.3%. Reaction SMILES: C[O:2][C:3](=[O:34])[CH2:4][C:5]1[CH:10]=[C:9]([CH2:11][C:12]2[CH:17]=[CH:16][CH:15]=[C:14]([O:18][C:19]3[CH:24]=[CH:23][CH:22]=[CH:21][CH:20]=3)[CH:13]=2)[CH:8]=[CH:7][C:6]=1[NH:25][C:26]1[C:31]([Cl:32])=[CH:30][CH:29]=[CH:28][C:27]=1[Cl:33].[OH-].[Na+]>O1CCOCC1>[Cl:32][C:31]1[CH:30]=[CH:29][CH:28]=[C:27]([Cl:33])[C:26]=1[NH:25][C:6]1[CH:7]=[CH:8][C:9]([CH2:11][C:12]2[CH:17]=[CH:16][CH:15]=[C:14]([O:18][C:19]3[CH:20]=[CH:21][CH:22]=[CH:23][CH:24]=3)[CH:13]=2)=[CH:10][C:5]=1[CH2:4][C:3]([OH:34])=[O:2] |f:1.2|. Procedure details: A solution of the ester (2.2 g, 4.3 mmol) of Step A in dioxane (20 mL) containing 1N NaOH (7 mL) is heated at reflux under nitrogen for 4 hrs. The solvent is removed and the residue is partitioned between dilute HCl and ether (30 mL each). The organic phase is washed with brine, dried (Na2SO4) and filtered. The filtrate is treated with tris(hydroxymethyl)aminomethane (0.485 g) in methanol (20 mL). The solvent is evaporated to a syrup in vacuo and diluted with ethyl acetate. The crystalline solid... Starting materials: BrC=1C=C(C=C(C1)OC)C1=NN(C2=NC=NC(=C21)N)C(C)C (3-(3-bromo-5-methoxyphenyl)-1-isopropyl-1H-pyrazolo[3,4-d]pyrimidin-4-amine), B(Br)(Br)Br (BBr3). Solvent: C(Cl)Cl (CH2Cl2). The product is NC1=C2C(=NC=N1)N(N=C2C=2C=C(C=C(C2)Br)O)C(C)C (3-(4-amino-1-isopropyl-1H-pyrazolo[3,4-d]pyrimidin-3-yl)-5-bromophenol). The yield is 30.7%. Reaction SMILES: [Br:1][C:2]1[CH:3]=[C:4]([C:10]2[C:18]3[C:13](=[N:14][CH:15]=[N:16][C:17]=3[NH2:19])[N:12]([CH:20]([CH3:22])[CH3:21])[N:11]=2)[CH:5]=[C:6]([O:8]C)[CH:7]=1.B(Br)(Br)Br>C(Cl)Cl>[NH2:19][C:17]1[N:16]=[CH:15][N:14]=[C:13]2[N:12]([CH:20]([CH3:22])[CH3:21])[N:11]=[C:10]([C:4]3[CH:5]=[C:6]([OH:8])[CH:7]=[C:2]([Br:1])[CH:3]=3)[C:18]=12. Procedure: 3-(3-bromo-5-methoxyphenyl)-1-isopropyl-1H-pyrazolo[3,4-d]pyrimidin-4-amine (BA85, 0.1 mmol) was dissolved in CH2Cl2 (1 ml) and BBr3 (1 mL, 1 mol) was added slowly with a syringe, while stirring. The reaction was stirred at room temperature for 35 minutes then concentrated in vacuo and purified using by RP-HPLC (MeCN:H2O:0.1% TFA) to yield BA87 (10.7 mg, 31% yield). ESI-MS (M+H)+ m/z calcd 348.0, found 348.0. The reactants are COC=1C=C(C=CC1OC)CC[N+](=O)[O-] (2-(3,4-dimethoxyphenyl)nitroethane), COC=1C=C(C=CC1OC)C(C#N)(C(C)C)CCC=O (2-(3,4-dimethoxyphenyl)-2-(3-oxopropyl)-2-isopropylacetonitrile), [F-].[K+] (KF), CC(C)O (2-propanol). Yields the product COC=1C=C(C=CC1OC)C(C(C(CCC(C1=CC(=C(C=C1)OC)OC)C#N)O)[N+](=O)[O-])C(C)C (1-(3,4-dimethoxyphenyl)-2-nitro-6-cyano-(i-propyl)-6-(3,4-dimethoxyphenyl)hexan-3-ol). As a reaction SMILES: [CH3:1][O:2][C:3]1[CH:4]=[C:5]([CH2:11][CH2:12][N+:13]([O-:15])=[O:14])[CH:6]=[CH:7][C:8]=1[O:9][CH3:10].[CH3:16][O:17][C:18]1[CH:19]=[C:20]([C:26]([CH2:32][CH2:33][CH:34]=[O:35])(C(C)C)[C:27]#[N:28])[CH:21]=[CH:22][C:23]=1[O:24][CH3:25].[F-].[K+].[CH3:38][CH:39](O)[CH3:40]>>[CH3:1][O:2][C:3]1[CH:4]=[C:5]([CH:11]([CH:39]([CH3:40])[CH3:38])[CH:12]([N+:13]([O-:15])=[O:14])[CH:34]([OH:35])[CH2:33][CH2:32][CH:26]([C:27]#[N:28])[C:20]2[CH:21]=[CH:22][C:23]([O:24][CH3:25])=[C:18]([O:17][CH3:16])[CH:19]=2)[CH:6]=[CH:7][C:8]=1[O:9][CH3:10] |f:2.3|. Procedure details: A mixture of 2-(3,4-dimethoxyphenyl)-1-nitroethane (4, 135 g, 0.64 mol), 2-(3,4-dimethoxyphenyl)-2-(3-oxopropyl)-2-isopropylacetonitrile (7, 156 g, 0.57 mol) and KF (19.3 g, anhydrous, Aldrich) in 2-propanol (2.0 L) was heated to 50°-55° C. for about 40 hours. The mixture was then cooled to room temperature and the isopropanol removed in vacuo. The residue was dissolved in CH2Cl2 (1.6 L) and filtered through Celite (50 g). The filtrate was extracted with saturated aqueous NaHCO3 (2×500 mL), the ...